From a dataset of the Open Reaction Database (ORD), a public repository of structured organic reaction records. describe an organic reaction: reactants, conditions, products, and yield Starting materials: CC#N, CCC1OC(=O)C(C)C(=O)C(C)C(OC2OC(C)CC(N(C)C)C2O)C(C)(OC)CC(C)C(=O)C(C)C2N(CCCCn3cnc4ncccc43)C(=O)OC12CC, O, CN(CCN)Cc1cncc(-c2cccnc2)c1. The product is CC1CC(N(C)C)C(O)C(O)O1. As a reaction SMILES: [CH3:19][C:20]#[N:21].[CH3:22][N:23]([CH:24]1[CH:25]([OH:77])[CH:26]([O:27][CH:28]2[CH:29]([CH3:30])[C:31](=[O:32])[CH:33]([CH3:34])[C:35](=[O:36])[O:37][CH:38]([CH2:39][CH3:40])[C:41]3([CH2:42][CH3:43])[CH:44]([N:45]([CH2:46][CH2:47][CH2:48][CH2:49][n:50]4[c:51]5[c:52]([n:53][cH:54][cH:55][cH:56]5)[n:57][cH:58]4)[C:59](=[O:60])[O:61]3)[CH:62]([CH3:63])[C:64](=[O:65])[CH:66]([CH3:67])[CH2:68][C:69]2([O:70][CH3:71])[CH3:72])[O:73][CH:74]([CH3:76])[CH2:75]1)[CH3:78].[OH2:79].[n:1]1[cH:2][c:3]([CH2:4][N:5]([CH3:6])[CH2:7][CH2:8][NH2:9])[cH:10][c:11](-[c:12]2[cH:13][n:14][cH:15][cH:16][cH:17]2)[cH:18]1>>[CH3:22][N:23]([CH:24]1[CH:25]([OH:77])[CH:26]([OH:27])[O:73][CH:74]([CH3:76])[CH2:75]1)[CH3:78]. The reactants are C1(CC1)N (cyclopropylamine), CCN(C(C)C)C(C)C (DIEA), Cl.ClC1=CC(=NC=C1)C(=O)Cl (4-chloropicolinoyl chloride hydrochloride). The solvent is CCOC(=O)C (EtOAc), C1CCOC1 (THF). Reaction conditions: time 2 hour. The product is ClC1=CC(=NC=C1)C(=O)NC1CC1 (4-chloro-N-cyclopropylpicolinamide). The yield is 116.0%. Reaction SMILES: [CH:1]1([NH2:4])[CH2:3][CH2:2]1.CCN(C(C)C)C(C)C.Cl.[Cl:15][C:16]1[CH:21]=[CH:20][N:19]=[C:18]([C:22](Cl)=[O:23])[CH:17]=1>C1COCC1.CCOC(C)=O>[Cl:15][C:16]1[CH:21]=[CH:20][N:19]=[C:18]([C:22]([NH:4][CH:1]2[CH2:3][CH2:2]2)=[O:23])[CH:17]=1 |f:2.3|. Procedure details: A 0° C. solution of cyclopropylamine (0.645 g, 11.30 mmol) and DIEA (1.973 mL, 11.30 mmol) in THF (15 mL) was treated with 4-chloropicolinoyl chloride hydrochloride (0.8 g, 3.77 mmol) in one portion, stirred at RT for 2 h, diluted with EtOAc and washed with satd. NaHCO3, then brine. The organic layer was dried over Na2SO4 and concentrated to dryness to afford 4-chloro-N-cyclopropylpicolinamide (0.86 g, 116%). 1H NMR (400 MHz, DMSO-d6): δ 8.83 (d, J=5.0 Hz, 1H), 8.58 (d, J=5.3 Hz, 1H), 7.99 (d, J... The reactants are NC=1C=NC=CC1 (3-aminopyridine), ClC1=C(C(=C(C=C1OC)OC)Cl)C1=CC=C(C=2N=CC(=NC12)CN1CCN(CC1)CC)C(=O)O (8-(2,6-dichloro-3,5-dimethoxy-phenyl)-2-(4-ethyl-piperazin-1-ylmethyl)-quinoxaline-5-carboxylic acid). The solvent is C(Cl)Cl.CO (DCM MeOH). Run at time 2 day. The product is N1=CC(=CC=C1)NC(=O)C=1C=2N=CC(=NC2C(=CC1)C1=C(C(=CC(=C1Cl)OC)OC)Cl)CN1CCN(CC1)CC (8-(2,6-Dichloro-3,5-dimethoxy-phenyl)-2-(4-ethyl-piperazin-1-ylmethyl)quinoxaline-5-carboxylic acid pyridin-3-ylamide). As a reaction SMILES: [NH2:1][C:2]1[CH:3]=[N:4][CH:5]=[CH:6][CH:7]=1.[Cl:8][C:9]1[C:14]([O:15][CH3:16])=[CH:13][C:12]([O:17][CH3:18])=[C:11]([Cl:19])[C:10]=1[C:20]1[C:29]2[N:28]=[C:27]([CH2:30][N:31]3[CH2:36][CH2:35][N:34]([CH2:37][CH3:38])[CH2:33][CH2:32]3)[CH:26]=[N:25][C:24]=2[C:23]([C:39](O)=[O:40])=[CH:22][CH:21]=1>C(Cl)Cl.CO>[N:4]1[CH:5]=[CH:6][CH:7]=[C:2]([NH:1][C:39]([C:23]2[C:24]3[N:25]=[CH:26][C:27]([CH2:30][N:31]4[CH2:36][CH2:35][N:34]([CH2:37][CH3:38])[CH2:33][CH2:32]4)=[N:28][C:29]=3[C:20]([C:10]3[C:9]([Cl:8])=[C:14]([O:15][CH3:16])[CH:13]=[C:12]([O:17][CH3:18])[C:11]=3[Cl:19])=[CH:21][CH:22]=2)=[O:40])[CH:3]=1 |f:2.3|. Reported procedure: The title compound was prepared in analogy to the procedure described in Step 14.1 but using 3-aminopyridine, 8-(2,6-dichloro-3,5-dimethoxy-phenyl)-2-(4-ethyl-piperazin-1-ylmethyl)-quinoxaline-5-carboxylic acid (Step 83.1) and stirring the reaction mixture for 2 days at rt. Title compound: ESI-MS: 581.0/583.2 [M+H]+; tR=3.04 min (System 1); TLC: Rf=0.33 (DCM/MeOH, 9:1).